Dataset: the Open Reaction Database (ORD), a public repository of structured organic reaction records. Task: describe an organic reaction: reactants, conditions, products, and yield The reactants are CN(C)C=O, CCO, [Cl-], [Fe], CCOC(=O)C=Cc1c(Oc2ccc([N+](=O)[O-])cc2)ccnc1N, [NH4+], O. The product is CCOC(=O)C=Cc1c(Oc2ccc(N)cc2)ccnc1N. As a reaction SMILES: [CH3:27][N:28]([CH3:29])[CH:30]=[O:31].[CH3:32][CH2:33][OH:34].[Cl-:25].[Fe:35].[NH2:1][c:2]1[n:3][cH:4][cH:5][c:6]([O:15][c:16]2[cH:17][cH:18][c:19]([N+:22]([O-:23])=[O:24])[cH:20][cH:21]2)[c:7]1[CH:8]=[CH:9][C:10](=[O:11])[O:12][CH2:13][CH3:14].[NH4+:26].[OH2:36]>>[NH2:1][c:2]1[n:3][cH:4][cH:5][c:6]([O:15][c:16]2[cH:17][cH:18][c:19]([NH2:22])[cH:20][cH:21]2)[c:7]1[CH:8]=[CH:9][C:10](=[O:11])[O:12][CH2:13][CH3:14]. Reactants: COc1ccc(F)c(F)c1C(=O)c1cnc(NC2CCN(S(=O)(=O)CCCCl)CC2)nc1N, CC(N)CO. Yields the product COc1ccc(F)c(F)c1C(=O)c1cnc(NC2CCN(S(=O)(=O)CCCNC(C)CO)CC2)nc1N. Reaction SMILES: [NH2:1][c:2]1[n:3][c:4]([NH:20][CH:21]2[CH2:22][CH2:23][N:24]([S:27](=[O:28])(=[O:29])[CH2:30][CH2:31][CH2:32][Cl:33])[CH2:25][CH2:26]2)[n:5][cH:6][c:7]1[C:8](=[O:9])[c:10]1[c:11]([F:19])[c:12]([F:18])[cH:13][cH:14][c:15]1[O:16][CH3:17].[NH2:34][CH:35]([CH2:36][OH:37])[CH3:38]>>[NH2:1][c:2]1[n:3][c:4]([NH:20][CH:21]2[CH2:22][CH2:23][N:24]([S:27](=[O:28])(=[O:29])[CH2:30][CH2:31][CH2:32][NH:34][CH:35]([CH2:36][OH:37])[CH3:38])[CH2:25][CH2:26]2)[n:5][cH:6][c:7]1[C:8](=[O:9])[c:10]1[c:11]([F:19])[c:12]([F:18])[cH:13][cH:14][c:15]1[O:16][CH3:17]. The reactants are FC=1C=C(C=CC1F)Br (3,4-difluorobromobenzene), [N+](=O)(O)[O-] (nitric acid), ice water. Solvent: OS(=O)(=O)O (H2SO4). The product is BrC1=C(C=C(C(=C1)F)F)[N+](=O)[O-] (1-bromo-4,5-difluoro-2-nitrobenzene). RXN SMILES: [N+:1]([O-:4])(O)=[O:2].[F:5][C:6]1[CH:7]=[C:8]([Br:13])[CH:9]=[CH:10][C:11]=1[F:12]>OS(O)(=O)=O>[Br:13][C:8]1[CH:7]=[C:6]([F:5])[C:11]([F:12])=[CH:10][C:9]=1[N+:1]([O-:4])=[O:2]. Procedure details: Dissolve fuming nitric acid (24 mL) in concentrated H2SO4 in a round bottom flask. Add 3,4-difluorobromobenzene (20 g, 104 mmol) dropwise via pipette with vigorous stirring. After addition, stir the reaction at room temperature for 2 hours, pour the reaction into ice water and extract with Et2O (2×250 mL). Collect and combine the organic layers, dry over MgSO4, filter, and remove the solvent to give 1-bromo-4,5-difluoro-2-nitrobenzene as a light yellow oil. Starting materials: C(C1=CC=CC=C1)OC(=O)N[C@@H](CO)C ((R)-2-benzyloxycarbonylaminopropanol), [Si](C)(C)(C(C)(C)C)Cl (t-butyldimethylsilyl chloride), N1C=NC=C1 (imidazole). Run in CN(C=O)C (dimethylformamide). The product is [Si](C)(C)(C(C)(C)C)OC[C@@H](C)NC(OCC1=CC=CC=C1)=O (Benzyl N-[2-t-Butyldimethylsilyloxy-1(R)-methylethyl]-carbamate). The yield is 84.7%. As a reaction SMILES: [CH2:1]([O:8][C:9]([NH:11][C@H:12]([CH3:15])[CH2:13][OH:14])=[O:10])[C:2]1[CH:7]=[CH:6][CH:5]=[CH:4][CH:3]=1.[Si:16](Cl)([C:19]([CH3:22])([CH3:21])[CH3:20])([CH3:18])[CH3:17].N1C=CN=C1>CN(C)C=O>[Si:16]([O:14][CH2:13][C@H:12]([NH:11][C:9](=[O:10])[O:8][CH2:1][C:2]1[CH:7]=[CH:6][CH:5]=[CH:4][CH:3]=1)[CH3:15])([C:19]([CH3:22])([CH3:21])[CH3:20])([CH3:18])[CH3:17]. Reported procedure: A procedure similar to that described in Preparation 8 was repeated, except that 12.54 g of (R)-2-benzyloxycarbonylaminopropanol (prepared as described in Preparation 23), 9.97 g of t-butyldimethylsilyl chloride, 4.90 g of imidazole and 150 ml of anhydrous dimethylformamide were used, to give 16.43 g of the title compound having an Rf value of 0.54 (on silica gel thin layer chromatography, using a 1:4 by volume mixture of ethyl acetate and hexane as the developing solvent). Reactants: ClC1=C(C=C(C=C1)Cl)[N+](=O)[O-] (2,5-dichloronitrobenzene), [Cu]C#N (copper (I) cyanide), CN(C=O)C (N,N-dimethylformamide), C(C)(=O)OCC (ethyl acetate). Run at time 10 hour. Product: ClC1=CC(=C(C#N)C=C1)[N+](=O)[O-] (4-chloro-2-nitrobenzonitrile). The yield is 63.0%. RXN SMILES: Cl[C:2]1[CH:7]=[CH:6][C:5]([Cl:8])=[CH:4][C:3]=1[N+:9]([O-:11])=[O:10].[Cu][C:13]#[N:14].CN(C)C=O.C(OCC)(=O)C>>[Cl:8][C:5]1[CH:6]=[CH:7][C:2]([C:13]#[N:14])=[C:3]([N+:9]([O-:11])=[O:10])[CH:4]=1. Procedure details: A mixture of 7.7 g (0.040 mol) of 2,5-dichloronitrobenzene and 4.0 g (0.044 mol) of copper (I) cyanide in 4.0 ml (0.05 mol) of N,N-dimethylformamide was refluxed for 3.5 hours. The reaction mixture was poured slowly into 39 ml (0.40 mol) of ethyl acetate and followed by stirring for 10 hours at room temperature. The precipitate was filtered and washed with 3 ml of ethyl acetate. After concentration of the combined filtrate, the residue gave 4.6 g (63.0%) of 4-chloro-2-nitrobenzonitrile purified ... Reactants: O=C([O-])O, C=C(C(=O)OC)N(Cc1ccccc1NC(=O)c1ccccc1)S(=O)(=O)c1ccc(OC)cc1, CO, [Na+]. The product is COC(=O)C1CN(C(=O)c2ccccc2)c2ccccc2CN1S(=O)(=O)c1ccc(OC)cc1. RXN SMILES: [C:35](=[O:36])([OH:37])[O-:38].[CH3:1][O:2][C:3]([C:4](=[CH2:5])[N:6]([S:7](=[O:8])(=[O:9])[c:10]1[cH:11][cH:12][c:13]([O:16][CH3:17])[cH:14][cH:15]1)[CH2:18][c:19]1[c:20]([NH:25][C:26]([c:27]2[cH:28][cH:29][cH:30][cH:31][cH:32]2)=[O:33])[cH:21][cH:22][cH:23][cH:24]1)=[O:34].[CH3:40][OH:41].[Na+:39]>>[CH3:1][O:2][C:3]([CH:4]1[CH2:5][N:25]([C:26]([c:27]2[cH:28][cH:29][cH:30][cH:31][cH:32]2)=[O:33])[c:20]2[c:19]([cH:24][cH:23][cH:22][cH:21]2)[CH2:18][N:6]1[S:7](=[O:8])(=[O:9])[c:10]1[cH:11][cH:12][c:13]([O:16][CH3:17])[cH:14][cH:15]1)=[O:34]. Starting materials: NC1=C(C=C2CCN(C(C2=C1)=O)CC1=CC(=CC=C1)CN(C)C)N1CCN(CC1)C1=C(C=CC=C1)C (7-amino-2-(3-dimethylaminomethyl-benzyl)-6-(4-o-tolyl-piperazin-1-yl)-3,4-dihydro-2H-isoquinolin-1-one), O1C(=CC=C1)C(=O)Cl (furan-2-carbonyl chloride), ClCCl (dichloromethane), C(C)(C)N(C(C)C)CC (N,N-diisopropylethylamine). Reaction conditions: time 8 hour. Product: CN(C)CC=1C=C(CN2C(C3=CC(=C(C=C3CC2)N2CCN(CC2)C2=C(C=CC=C2)C)NC(=O)C=2OC=CC2)=O)C=CC1 (furan-2-carboxylic acid [2-(3-dimethylaminomethyl-benzyl)-1-oxo-6-(4-o-tolyl-piperazin-1-yl)-1,2,3,4-tetrahydro-isoquinolin-7-yl]-amide). The yield is 13.3%. RXN SMILES: [NH2:1][C:2]1[CH:11]=[C:10]2[C:5]([CH2:6][CH2:7][N:8]([CH2:13][C:14]3[CH:19]=[CH:18][CH:17]=[C:16]([CH2:20][N:21]([CH3:23])[CH3:22])[CH:15]=3)[C:9]2=[O:12])=[CH:4][C:3]=1[N:24]1[CH2:29][CH2:28][N:27]([C:30]2[CH:35]=[CH:34][CH:33]=[CH:32][C:31]=2[CH3:36])[CH2:26][CH2:25]1.ClCCl.C(N(CC)C(C)C)(C)C.[O:49]1[CH:53]=[CH:52][CH:51]=[C:50]1[C:54](Cl)=[O:55]>>[CH3:22][N:21]([CH2:20][C:16]1[CH:15]=[C:14]([CH:19]=[CH:18][CH:17]=1)[CH2:13][N:8]1[CH2:7][CH2:6][C:5]2[C:10](=[CH:11][C:2]([NH:1][C:54]([C:50]3[O:49][CH:53]=[CH:52][CH:51]=3)=[O:55])=[C:3]([N:24]3[CH2:25][CH2:26][N:27]([C:30]4[CH:35]=[CH:34][CH:33]=[CH:32][C:31]=4[CH3:36])[CH2:28][CH2:29]3)[CH:4]=2)[C:9]1=[O:12])[CH3:23]. Procedure details: In a 40 ml scintillation vial equipped with a magnetic stir bar and fitted with a nitrogen inlet, the 7-amino-2-(3-dimethylaminomethyl-benzyl)-6-(4-o-tolyl-piperazin-1-yl)-3,4-dihydro-2H-isoquinolin-1-one 11b (73.70 mg, 0.15 mmol) was taken up in clean, dry, reagent-grade dichloromethane (3.00 ml, 46.52 mmol) and the mixture was stirred at room temperature under nitrogen atmosphere until the solids were all in solution. To this stirred solution was then added the N,N-diisopropylethylamine (0.08 ... The reactants are C(=O)([O-])[O-].[K+].[K+] (K2CO3), C(C)OC(CC1=CSC2=C1C=CC(=C2)C=O)=O (ethyl(6-formyl-1-benzothiophen-3-yl)acetate), [Cl-].CC1=NC(=CC=C1C[P+](C1=CC=CC=C1)(C1=CC=CC=C1)C1=CC=CC=C1)C (((2,6-dimethylpyridin-3-yl)methyl) (triphenyl)phosphonium chloride). Run in CN(C)C=O (DMF). Reaction conditions: time 3 day. Product: C(C)OC(CC1=CSC2=C1C=CC(=C2)\C=C\C=2C(=NC(=CC2)C)C)=O (ethyl(6-((E)-2-(2,6-dimethylpyridin-3-yl)vinyl)-1-benzothiophen-3-yl)acetate), [Cl-].CC1=NC(=CC=C1C[P+](C1=CC=CC=C1)(C1=CC=CC=C1)C1=CC=CC=C1)C (((2,6-Dimethylpyridin-3-yl)methyl)(triphenyl)phosphonium chloride). As a reaction SMILES: C([O-])([O-])=O.[K+].[K+].[CH2:7]([O:9][C:10](=[O:23])[CH2:11][C:12]1[C:16]2[CH:17]=[CH:18][C:19]([CH:21]=O)=[CH:20][C:15]=2[S:14][CH:13]=1)[CH3:8].[Cl-:24].[CH3:25][C:26]1[C:31]([CH2:32][P+:33]([C:46]2[CH:51]=[CH:50][CH:49]=[CH:48][CH:47]=2)([C:40]2[CH:45]=[CH:44][CH:43]=[CH:42][CH:41]=2)[C:34]2[CH:39]=[CH:38][CH:37]=[CH:36][CH:35]=2)=[CH:30][CH:29]=[C:28]([CH3:52])[N:27]=1>CN(C=O)C>[CH2:7]([O:9][C:10](=[O:23])[CH2:11][C:12]1[C:16]2[CH:17]=[CH:18][C:19](/[CH:21]=[CH:32]/[C:31]3[C:26]([CH3:25])=[N:27][C:28]([CH3:52])=[CH:29][CH:30]=3)=[CH:20][C:15]=2[S:14][CH:13]=1)[CH3:8].[Cl-:24].[CH3:25][C:26]1[C:31]([CH2:32][P+:33]([C:34]2[CH:39]=[CH:38][CH:37]=[CH:36][CH:35]=2)([C:46]2[CH:47]=[CH:48][CH:49]=[CH:50][CH:51]=2)[C:40]2[CH:45]=[CH:44][CH:43]=[CH:42][CH:41]=2)=[CH:30][CH:29]=[C:28]([CH3:52])[N:27]=1 |f:0.1.2,4.5,8.9|. Reported procedure: A mixture of K2CO3 (134 mg), ethyl(6-formyl-1-benzothiophen-3-yl)acetate (160 mg), ((2,6-dimethylpyridin-3-yl)methyl) (triphenyl)phosphonium chloride (323 mg) and DMF (5 mL) was stirred at room temperature for 3 d. The mixture was quenched with water and extracted with EtOAc. The organic layer was separated, washed with brine, dried over MgSO4 and concentrated in vacuo. The residue was purified by silica gel column chromatography (EtOAc/hexane) to give ethyl(6-((E)-2-(2,6-dimethylpyridin-3-yl)vi... Starting materials: O=C1C2=CC=CC=C2C(C=2C=CC=C(C12)C(=O)O)=O (9,10-dihydro-9,10-dioxo-1-anthracenecarboxylic acid), CuSO4.5H2O. Reagents/catalysts: [Zn] (Zn). Solvent: [NH4+].[OH-] (NH4OH). Run at time 3.5 hour. Product: C1(=CC=CC2=CC3=CC=CC=C3C=C12)C(=O)O (1-Anthracenecarboxylic acid). As a reaction SMILES: O=[C:2]1[C:15]2[C:14]([C:16]([OH:18])=[O:17])=[CH:13][CH:12]=[CH:11][C:10]=2[C:9](=O)[C:8]2[C:3]1=[CH:4][CH:5]=[CH:6][CH:7]=2>[Zn].[NH4+].[OH-]>[C:14]1([C:16]([OH:18])=[O:17])[C:15]2[C:10](=[CH:9][C:8]3[C:3]([CH:2]=2)=[CH:4][CH:5]=[CH:6][CH:7]=3)[CH:11]=[CH:12][CH:13]=1 |f:2.3|. Procedure: To a 5 L 3-neck flask fitted with condenser, thermometer, and overhead stirrer was added 9,10-dihydro-9,10-dioxo-1-anthracenecarboxylic acid (90 g, 0.357 mol), Zn dust (Mallinckrodt, 250 g, 3.82 mol), CuSO4.5H2O (Mallinckrodt, 5 g), and 28% NH4OH (Mallinckrodt, 2500 mL). The mixture was heated slowly until a dark-red solution occurred as the temperature reached 85°. After 3.5 h the color of the solution faded to yellow. The reaction was heated an additional 1 h, and then cooled and the excess Zn... Starting materials: OC1=C(C(=O)C2=CC=CC=C2)C=C(C=C1)C (2-hydroxy-5-methyl-benzophenone), CI (methyliodide), CC(=O)C (acetone). Run in petroleum ether, O (water). Product: COC1=C(C(=O)C2=CC=CC=C2)C=C(C=C1)C (2-methoxy-5-methyl-benzophenone). The yield is 71.5%. Reaction SMILES: [OH:1][C:2]1[CH:15]=[CH:14][C:13]([CH3:16])=[CH:12][C:3]=1[C:4]([C:6]1[CH:11]=[CH:10][CH:9]=[CH:8][CH:7]=1)=[O:5].CI.[CH3:19]C(C)=O>O>[CH3:19][O:1][C:2]1[CH:15]=[CH:14][C:13]([CH3:16])=[CH:12][C:3]=1[C:4]([C:6]1[CH:11]=[CH:10][CH:9]=[CH:8][CH:7]=1)=[O:5]. Procedure: To a solution of 5.00 g (23.5 mmole) 2-hydroxy-5-methyl-benzophenone and 6.67 g (47.1 mmole) methyliodide in 50 ml abs. acetone 4.50 g (32.6 mmole) potassium carbonate are added. The reaction mixture is then heated for 5 hours with recycling. Following cooling, 50 ml water and 50 ml petroleum ether (30/60) are added to the suspension. The organic phase is separated off, the aqueous phase is extracted twice with 75 ml petroleum ether (30/60) and the purified organic phase is washed twice with 50 ...